Dataset: the Open Reaction Database (ORD), a public repository of structured organic reaction records. Task: describe an organic reaction: reactants, conditions, products, and yield Starting materials: ClC=1N=NC(=C(N1)NC1=C(C=CC=C1)S(=O)(=O)C(C)C)Cl (3,6-dichloro-N-[2-(propan-2-ylsulfonyl)phenyl]-1,2,4-triazin-5-amine), ClC1=C(N)C=CC(=C1)P(=O)(C)C (2-Chloro-4-(dimethylphosphoryl)aniline), C12(C(=O)CC(CC1)C2(C)C)CS(=O)(=O)O (camphorsulfonic acid). Solvent: CC(C)O (2-propanol), ClCCl (dichloromethane). Product: ClC1=C(N=C(N=N1)NC1=C(C=C(C=C1)P(=O)(C)C)Cl)NC1=C(C=CC=C1)S(=O)(=O)C(C)C (6-chloro-N3-[2-chloro-4(dimethylphosphoryl)phenyl]-N5-[2-(propan-2-ylsulfonyl)phenyl]-1,2,4-triazine-3,5-diamine). As a reaction SMILES: Cl[C:2]1[N:3]=[N:4][C:5]([Cl:21])=[C:6]([NH:8][C:9]2[CH:14]=[CH:13][CH:12]=[CH:11][C:10]=2[S:15]([CH:18]([CH3:20])[CH3:19])(=[O:17])=[O:16])[N:7]=1.[Cl:22][C:23]1[CH:29]=[C:28]([P:30]([CH3:33])([CH3:32])=[O:31])[CH:27]=[CH:26][C:24]=1[NH2:25].C12(CS(O)(=O)=O)C(C)(C)C(CC1)CC2=O>CC(O)C.ClCCl>[Cl:21][C:5]1[N:4]=[N:3][C:2]([NH:25][C:24]2[CH:26]=[CH:27][C:28]([P:30]([CH3:32])([CH3:33])=[O:31])=[CH:29][C:23]=2[Cl:22])=[N:7][C:6]=1[NH:8][C:9]1[CH:14]=[CH:13][CH:12]=[CH:11][C:10]=1[S:15]([CH:18]([CH3:20])[CH3:19])(=[O:17])=[O:16]. Reported procedure: A mixture of 3,6-dichloro-N-[2-(propan-2-ylsulfonyl)phenyl]-1,2,4-triazin-5-amine (prepared as in Example 106: 0.7 mmol), 2-Chloro-4-(dimethylphosphoryl)aniline (0.7 mmol) and camphorsulfonic acid (0.7 equiv.), is refluxed for 20-48 hours in 2-propanol. The reaction mixture is allowed to cool to room temperature, dissolved in dichloromethane and washed with an aqueous solution of Na2CO3. The dichloromethane extract is dried over MgSO4 and evaporated. The crude product is purified by Prep-HPLC. Reactants: BrC1=CC(C(C(=O)O)(C(=C1)C)NC=O)[N+](=O)[O-] (4-bromo-1-(formyl-amino)-6-methyl-2-nitrobenzoic acid), Cl (hydrochloric acid). Run in O (water). Run at temperature 50 celsius. The product is NC1(C(=O)O)C(C=C(C=C1C)Br)[N+](=O)[O-] (1-amino-4-bromo-6-methyl-2-nitrobenzoic acid). The yield is 88.1%. RXN SMILES: [Br:1][C:2]1[CH:10]=[C:9]([CH3:11])[C:5]([NH:12]C=O)([C:6]([OH:8])=[O:7])[CH:4]([N+:15]([O-:17])=[O:16])[CH:3]=1.Cl>O>[NH2:12][C:5]1([C:9]([CH3:11])=[CH:10][C:2]([Br:1])=[CH:3][CH:4]1[N+:15]([O-:17])=[O:16])[C:6]([OH:8])=[O:7]. Reported procedure: A mixture of 4-bromo-1-(formyl-amino)-6-methyl-2-nitrobenzoic acid (20 g) (prepared according to US 2004/0167194 A1), concentrated hydrochloric acid (50 ml), and water (150 ml) was heated at 50° C. for 16 h. The reaction mixture was cooled to room temperature, treated ice cold water, and extracted with ethyl acetate (3×50 ml). The combined organic layers were dried over sodium sulfate and concentrated to give 1-amino-4-bromo-6-methyl-2-nitrobenzoic acid (16 g). 1H-NMR (400 MHz, CDCl3): 13.53 (bs... The reactants are C(C1=CC=CC=C1)N1CCNCC1 (1-benzyl-piperazine), BrC=1C=NC=C(C1)Br (3,5-dibromo-pyridine), C([O-])([O-])=O.[K+].[K+] (potassium carbonate). Run in CN(C)C=O (DMF), O (water). Run at temperature 200 celsius. Product: C(C1=CC=CC=C1)N1CCN(CC1)C=1C=NC=C(C1)Br (1-Benzyl-4-(5-bromo-pyridin-3-yl)-piperazine). Yield: 11.4%. Reaction SMILES: [CH2:1]([N:8]1[CH2:13][CH2:12][NH:11][CH2:10][CH2:9]1)[C:2]1[CH:7]=[CH:6][CH:5]=[CH:4][CH:3]=1.[Br:14][C:15]1[CH:16]=[N:17][CH:18]=[C:19](Br)[CH:20]=1.C(=O)([O-])[O-].[K+].[K+]>CN(C=O)C.O>[CH2:1]([N:8]1[CH2:13][CH2:12][N:11]([C:19]2[CH:18]=[N:17][CH:16]=[C:15]([Br:14])[CH:20]=2)[CH2:10][CH2:9]1)[C:2]1[CH:3]=[CH:4][CH:5]=[CH:6][CH:7]=1 |f:2.3.4|. Procedure details: A mixture of 1-benzyl-piperazine (1.49 g, 8.44 mmol), 3,5-dibromo-pyridine (2.00 g, 8.44 mmol), and potassium carbonate (1.17 g, 8.44 mmol) in 15 ml DMF was heated at 200° C. for 1 h under a nitrogen atmosphere. Then the mixture was diluted with 100 ml of water and was extracted twice with ethyl acetate. The combined organic layers were extracted with aqueous HCl solution. The pH of the aqueous solution was adjusted to pH 10 with aqueous NaOH. After extraction with diethylether the combined orga...